Task: describe an organic reaction: reactants, conditions, products, and yield. Dataset: the Open Reaction Database (ORD), a public repository of structured organic reaction records The reactants are ClC=1C(=C(C2=CC=CC=C2C1OC)OC)/C=C(/C(=O)O)\C ((E)-3-(3-chloro-1,4-dimethoxynaphthalen-2-yl)-2-methylpropenoic acid), product, Et2O hexanes, methyl ester, BrC1=C(C(C2=CC=CC=C2C1=O)=O)/C=C(/C(=O)O)\C ((E)-3-(3-bromo-1,4-naphthoquinon-2-yl)-2-methylpropenoic acid). The solvent is hexanes, CC(=O)C (acetone). Yields the product ClC1=C(C(C2=CC=CC=C2C1=O)=O)/C=C(/C(=O)O)\C ((E)-3-(3-chloro-1,4-naphthoquinon-2-yl)-2-methylpropenoic acid). As a reaction SMILES: [Cl:1][C:2]1[C:3](/[CH:16]=[C:17](\[CH3:21])/[C:18]([OH:20])=[O:19])=[C:4]([O:14]C)[C:5]2[C:10]([C:11]=1[O:12]C)=[CH:9][CH:8]=[CH:7][CH:6]=2.BrC1C(=O)C2C(=CC=CC=2)C(=O)C=1/C=C(\C)/C(O)=O>CC(C)=O>[Cl:1][C:2]1[C:11](=[O:12])[C:10]2[C:5](=[CH:6][CH:7]=[CH:8][CH:9]=2)[C:4](=[O:14])[C:3]=1/[CH:16]=[C:17](\[CH3:21])/[C:18]([OH:20])=[O:19]. Reported procedure: Compound 43a was prepared from 42a (0.872 g, 2.84 mmol) as described above for 39a to give 0.121 g (0.437 mmol, 16%) of the product as a yellow solid following flash chromatography (2:3 acetone:hexanes 0.5% AcOH) and recrystallization from Et2O/hexanes. (0.121 g E; 0.115 g Z methyl ester)